Dataset: the Open Reaction Database (ORD), a public repository of structured organic reaction records. Task: describe an organic reaction: reactants, conditions, products, and yield Reactants: Sc1ccccc1Br, Cc1ccc(S(=O)(=O)OC2CCC2)cc1, [H-], [Na+], CN(C)C=O, O. The product is Brc1ccccc1SC1CCC1. Reaction SMILES: [Br:3][c:4]1[c:5]([SH:10])[cH:6][cH:7][cH:8][cH:9]1.[CH3:11][c:12]1[cH:13][cH:14][c:15]([S:16]([O:17][CH:22]2[CH2:23][CH2:24][CH2:25]2)(=[O:18])=[O:19])[cH:20][cH:21]1.[H-:1].[Na+:2].[O:27]=[CH:28][N:29]([CH3:30])[CH3:31].[OH2:26]>>[Br:3][c:4]1[c:5]([S:10][CH:22]2[CH2:23][CH2:24][CH2:25]2)[cH:6][cH:7][cH:8][cH:9]1. The reactants are C1CCOC1, CI, [K+], [K+], Nc1cccc(N)n1, O=C([O-])[O-], O. Yields the product CNc1cccc(N)n1. As a reaction SMILES: [CH2:18]1[O:19][CH2:20][CH2:21][CH2:22]1.[CH3:15][I:16].[K+:10].[K+:9].[NH2:1][c:2]1[n:3][c:4]([NH2:8])[cH:5][cH:6][cH:7]1.[O-:11][C:12]([O-:13])=[O:14].[OH2:17]>>[NH:1]([c:2]1[n:3][c:4]([NH2:8])[cH:5][cH:6][cH:7]1)[CH3:12]. Reactants: [C]=O (carbon monoxide), C=C (ethylene), copper para-tosylate, C1(=CC=CC=C1)P(CCCP(C1=CC=CC=C1)C1=CC=CC=C1)C1=CC=CC=C1 (1,3-bis(diphenylphosphino)propane), C1(C=CC(C=C1)=O)=O (1,4-benzoquinone), [C]=O (carbon monoxide), C=C (ethylene), C=CCCCCCCCCCC (1-dodecene). Reagents/catalysts: C(C)(=O)[O-].[Pd+2].C(C)(=O)[O-] (palladium acetate). The solvent is CO (methanol), CO (methanol). Run at temperature 65 celsius. Yields the product [C]=O.C=C.C=CCCCCCCCCCC (carbon monoxide ethylene 1-dodecene). As a reaction SMILES: [CH2:1]=[CH:2][CH2:3][CH2:4][CH2:5][CH2:6][CH2:7][CH2:8][CH2:9][CH2:10][CH2:11][CH3:12].[C:13]=[O:14].C=C.C1(P(C2C=CC=CC=2)CCCP(C2C=CC=CC=2)C2C=CC=CC=2)C=CC=CC=1.C1(=O)C=CC(=O)C=C1>C([O-])(=O)C.[Pd+2].C([O-])(=O)C.CO>[C:13]=[O:14].[CH2:1]=[CH2:2].[CH2:1]=[CH:2][CH2:3][CH2:4][CH2:5][CH2:6][CH2:7][CH2:8][CH2:9][CH2:10][CH2:11][CH3:12] |f:5.6.7,9.10.11,^3:12,64|. Reported procedure: A carbon monoxide/ethylene/1-dodecene terpolymer was prepared by charging 180 ml of methanol and 78 ml of 1-dodecene to a magnetically stirred autoclave of 300 ml capacity. After the contents of the autoclave had been heated to 65° C., a 1:1 carbon monoxide and ethylene mixture was introduced under pressure until a pressure of 55 bar was reached. A catalyst solution was then introduced comprising 18 ml of methanol, 0.03 mmol of palladium acetate, 0.06 mmol of copper para-tosylate, 0.036 mmol of ... Reactants: [Ag+2], Brc1csc(Br)n1, O=C([O-])[O-], CN(C)C=O, Oc1ccccn1. Yields the product Brc1csc(Oc2ccccn2)n1. RXN SMILES: [Ag+2:24].[Br:8][c:9]1[s:10][cH:11][c:12]([Br:14])[n:13]1.[C:20](=[O:21])([O-:22])[O-:23].[O:15]=[CH:16][N:17]([CH3:18])[CH3:19].[OH:1][c:2]1[cH:3][cH:4][cH:5][cH:6][n:7]1>>[O:1]([c:2]1[cH:3][cH:4][cH:5][cH:6][n:7]1)[c:9]1[s:10][cH:11][c:12]([Br:14])[n:13]1. Starting materials: CC(C)(C)[O-], CS(C)=O, Cc1c(C(=O)C2=C(O)C(C)CC(C)C2=O)ccc(S(C)(=O)=O)c1C1=NOC(CCl)C1, Cl, [K+]. The product is Cc1c(C(=O)C2=C(O)C(C)CC(C)C2=O)ccc(S(C)(=O)=O)c1C1=NOC2CC12. Reaction SMILES: [CH3:1][C:2]([CH3:3])([O-:4])[CH3:5].[CH3:38][S:39](=[O:40])[CH3:41].[CH3:7][c:8]1[c:9]([C:10](=[O:11])[C:12]2=[C:13]([OH:21])[CH:14]([CH3:20])[CH2:15][CH:16]([CH3:19])[C:17]2=[O:18])[cH:22][cH:23][c:24]([S:33](=[O:34])(=[O:35])[CH3:36])[c:25]1[C:26]1=[N:27][O:28][CH:29]([CH2:31][Cl:32])[CH2:30]1.[ClH:37].[K+:6]>>[CH3:7][c:8]1[c:9]([C:10](=[O:11])[C:12]2=[C:13]([OH:21])[CH:14]([CH3:20])[CH2:15][CH:16]([CH3:19])[C:17]2=[O:18])[cH:22][cH:23][c:24]([S:33](=[O:34])(=[O:35])[CH3:36])[c:25]1[C:26]1=[N:27][O:28][CH:29]2[CH:30]1[CH2:31]2. Reactants: C=CC(=O)N1CC(CN(C(=O)OC(C)(C)C)C(C)c2cccc3ccccc23)C(c2ccccc2)C1, CCO, ClC(Cl)Cl, CCOC(=O)C1CCNCC1. Yields the product CCOC(=O)C1CCN(CCC(=O)N2CC(CN(C(=O)OC(C)(C)C)C(C)c3cccc4ccccc34)C(c3ccccc3)C2)CC1. RXN SMILES: [C:1]([CH:2]=[CH2:3])(=[O:4])[N:5]1[CH2:6][CH:7]([CH2:16][N:17]([C:18]([O:19][C:20]([CH3:21])([CH3:22])[CH3:23])=[O:24])[CH:25]([CH3:26])[c:27]2[cH:28][cH:29][cH:30][c:31]3[cH:32][cH:33][cH:34][cH:35][c:36]23)[CH:8]([c:10]2[cH:11][cH:12][cH:13][cH:14][cH:15]2)[CH2:9]1.[CH2:52]([OH:53])[CH3:54].[CH:48]([Cl:49])([Cl:50])[Cl:51].[NH:37]1[CH2:38][CH2:39][CH:40]([C:41](=[O:42])[O:43][CH2:44][CH3:45])[CH2:46][CH2:47]1>>[C:1]([CH2:2][CH2:3][N:37]1[CH2:38][CH2:39][CH:40]([C:41](=[O:42])[O:43][CH2:44][CH3:45])[CH2:46][CH2:47]1)(=[O:4])[N:5]1[CH2:6][CH:7]([CH2:16][N:17]([C:18]([O:19][C:20]([CH3:21])([CH3:22])[CH3:23])=[O:24])[CH:25]([CH3:26])[c:27]2[cH:28][cH:29][cH:30][c:31]3[cH:32][cH:33][cH:34][cH:35][c:36]23)[CH:8]([c:10]2[cH:11][cH:12][cH:13][cH:14][cH:15]2)[CH2:9]1. Reported procedure: To a stirred solution of 0.5 parts of 2,3-dihydro-N-(1-methylethyl)imidazo[2,1-b]benzothiazol-8-amine in 16 parts of methanol is added a solution of 0.184 parts of copper dichloride dihydrate in 4 parts of methanol. The precipitated product is filtered off, boiled in 40 parts of methanol, filtered off again and dried in vacuo at room temperature. The product is further dried for 2 hours in vacuo at 120° C., yielding 0.47 parts of bis[2,3-dihydro-N-(1-methylethyl)imidazo[2,1-b]benzothiazol-8-amin... RXN SMILES: [CH3:1][CH:2]([NH:4][C:5]1[C:13]2[S:12][C:11]3=[N:14][CH2:15][CH2:16][N:10]3[C:9]=2[CH:8]=[CH:7][CH:6]=1)[CH3:3].O.O.[Cu:19]([Cl:21])[Cl:20]>CO>[Cu:19]([Cl:21])[Cl:20].[CH3:3][CH:2]([NH:4][C:5]1[C:13]2[S:12][C:11]3=[N:14][CH2:15][CH2:16][N:10]3[C:9]=2[CH:8]=[CH:7][CH:6]=1)[CH3:1].[CH3:3][CH:2]([NH:4][C:5]1[C:13]2[S:12][C:11]3=[N:14][CH2:15][CH2:16][N:10]3[C:9]=2[CH:8]=[CH:7][CH:6]=1)[CH3:1] |f:1.2.3,5.6.7|. Run in CO (methanol), CO (methanol). The reactants are CC(C)NC1=CC=CC=2N3C(SC21)=NCC3 (2,3-dihydro-N-(1-methylethyl)imidazo[2,1-b]benzothiazol-8-amine), O.O.[Cu](Cl)Cl (copper dichloride dihydrate). Product: [Cu](Cl)Cl.CC(C)NC1=CC=CC=2N3C(SC21)=NCC3.CC(C)NC3=CC=CC=2N1C(SC23)=NCC1 (bis[2,3-dihydro-N-(1-methylethyl)imidazo[2,1-b]benzothiazol-8-amine] copper (2+) dichloride). Procedure: 2.50 g (0.01 mole) of 9-chloro-2-(hydroxymethyl)pyrazolo-[1,5-c]quinazolin-5(6H)-one and 1.02 g of acetic anhydride in 50 ml pyridine are stirred for 12 hours then refluxed for 30 minutes. The reaction is evaporated; the residue is taken up in chloroform, washed with dilute aqueous sodium bicarbonate, with water and dried. The solvent is evaporated to give the title compound. The solvent is N1=CC=CC=C1 (pyridine). As a reaction SMILES: [Cl:1][C:2]1[CH:11]=[CH:10][C:9]2[NH:8][C:7](=[O:12])[N:6]3[N:13]=[C:14]([CH2:16][OH:17])[CH:15]=[C:5]3[C:4]=2[CH:3]=1.[C:18](OC(=O)C)(=[O:20])[CH3:19]>N1C=CC=CC=1>[Cl:1][C:2]1[CH:11]=[CH:10][C:9]2[NH:8][C:7](=[O:12])[N:6]3[N:13]=[C:14]([CH2:16][O:17][C:18](=[O:20])[CH3:19])[CH:15]=[C:5]3[C:4]=2[CH:3]=1. The reactants are ClC1=CC=2C=3N(C(NC2C=C1)=O)N=C(C3)CO (9-chloro-2-(hydroxymethyl)pyrazolo-[1,5-c]quinazolin-5(6H)-one), C(C)(=O)OC(C)=O (acetic anhydride). The product is ClC1=CC=2C=3N(C(NC2C=C1)=O)N=C(C3)COC(C)=O (9-Chloro-2-[(acetyloxy)methyl]pyrazolo[1,5-c]quinazolin-5(6H)-one).